From a dataset of the Open Reaction Database (ORD), a public repository of structured organic reaction records. describe an organic reaction: reactants, conditions, products, and yield The reactants are ClC1=C(C=CC(=N1)CO)OCCC ((6-chloro-5-propoxy-pyridin-2-yl)-methanol), C(C)(C)[Si](C(C)C)(C(C)C)Cl (tri(isopropyl)silyl chloride), N1C=NC=C1 (imidazole). Solvent: ClCCl (dichloromethane). Conditions: time 8 hour. Product: ClC1=NC(=CC=C1OCCC)CO[Si](C(C)C)(C(C)C)C(C)C (2-chloro-3-propoxy-6-triisopropylsilanyloxymethyl-pyridine). Reaction SMILES: [Cl:1][C:2]1[N:7]=[C:6]([CH2:8][OH:9])[CH:5]=[CH:4][C:3]=1[O:10][CH2:11][CH2:12][CH3:13].[CH:14]([Si:17](Cl)([CH:21]([CH3:23])[CH3:22])[CH:18]([CH3:20])[CH3:19])([CH3:16])[CH3:15].N1C=CN=C1>ClCCl>[Cl:1][C:2]1[C:3]([O:10][CH2:11][CH2:12][CH3:13])=[CH:4][CH:5]=[C:6]([CH2:8][O:9][Si:17]([CH:21]([CH3:23])[CH3:22])([CH:18]([CH3:20])[CH3:19])[CH:14]([CH3:16])[CH3:15])[N:7]=1. Procedure details: A mixture of (6-chloro-5-propoxy-pyridin-2-yl)-methanol (0.93 g, 4.61 mmole), 20 mL of dichloromethane, tri(isopropyl)silyl chloride (1.0 g, 5.19 mmole) and imidazole (0.47 g, 6.9 mmole) is stirred overnight at ambient temperature. The reaction mixture is washed with water, dried over sodium sulfate, filtered and evaporated in-vacuo to give an oil which is chromatographed on silica gel with 10:1 hexane/ethyl acetate to give 2-chloro-3-propoxy-6-triisopropylsilanyloxymethyl-pyridine as a clear li... The reactants are solution, O1CCN(CC1)CCOC1=CC=C(C=O)C=C1 (4-(2-morpholinoethoxy)benzaldehyde), C(=O)([O-])[O-].[K+].[K+] (K2CO3), C(CCC)N (1-butylamine), CC(CC(C)=O)=O (pentane-2,4-dione), [B]=O (boron oxide). The solvent is CCOC(=O)C (AcOEt), B(OCCCC)(OCCCC)OCCCC (tributyl borate), C1CCOC1 (THF), CCOC(=O)C (AcOEt). Run at temperature 70 celsius, time 1 hour. Yields the product O1CCN(CC1)CCOC1=CC=C(C=C1)\C=C\C(CC(\C=C\C1=CC=C(C=C1)OCCN1CCOCC1)=O)=O ((1E,6E)-1,7-bis[4-(2-morpholinoethoxy)phenyl]hepta-1,6-diene-3,5-dione). Yield: 24.0%. RXN SMILES: [CH3:1][C:2](=[O:7])[CH2:3][C:4](=[O:6])[CH3:5].[B]=O.[O:10]1[CH2:15][CH2:14][N:13]([CH2:16][CH2:17][O:18][C:19]2[CH:26]=[CH:25][C:22]([CH:23]=O)=[CH:21][CH:20]=2)[CH2:12][CH2:11]1.[CH2:27](N)[CH2:28][CH2:29][CH3:30].[C:32]([O-:35])([O-])=O.[K+].[K+]>CCOC(C)=O.B(OCCCC)(OCCCC)OCCCC.C1COCC1>[O:10]1[CH2:15][CH2:14][N:13]([CH2:16][CH2:17][O:18][C:19]2[CH:26]=[CH:25][C:22](/[CH:23]=[CH:1]/[C:2](=[O:7])[CH2:3][C:4](=[O:6])/[CH:5]=[CH:30]/[C:29]3[CH:21]=[CH:20][C:19]([O:18][CH2:17][CH2:16][N:13]4[CH2:14][CH2:32][O:35][CH2:11][CH2:12]4)=[CH:27][CH:28]=3)=[CH:21][CH:20]=2)[CH2:12][CH2:11]1 |f:4.5.6,^1:7|. Procedure details: To 2.0 g of pentane-2,4-dione were added 10.0 mL of AcOEt and 0.70 g of boron oxide, and the mixture was stirred at 70° C. for 1 hour. To the reaction mixture, 30 mL of a solution of 9.4 g of 4-(2-morpholinoethoxy)benzaldehyde in AcOEt and 10.7 mL of tributyl borate were successively added, and the mixture was stirred at the same temperature for 1 hour. To this, 0.4 mL of 1-butylamine was added, and the mixture was stirred at 70° C. for 2.5 hours and was allowed to cool back to room temperature....